From a dataset of the Open Reaction Database (ORD), a public repository of structured organic reaction records. describe an organic reaction: reactants, conditions, products, and yield Starting materials: C(C)(C)C1=C(C(=CC=C1)C(C)C)N1C(C=2C(C1=O)=C(C=CC2)[N+](=O)[O-])=O (N-(2',6'-diisopropylphenyl)-3-nitrophthalimide), [F-].[K+] (potassium fluoride). Run in CS(=O)C (dimethylsulfoxide). Reaction conditions: temperature 100 celsius. Yields the product C(C)(C)C1=C(C(=CC=C1)C(C)C)N1C(C=2C(C1=O)=C(C=CC2)F)=O (N-(2',6'-diisopropylphenyl)-3-fluorophthalimide). The yield is 34.8%. As a reaction SMILES: [CH:1]([C:4]1[CH:9]=[CH:8][CH:7]=[C:6]([CH:10]([CH3:12])[CH3:11])[C:5]=1[N:13]1[C:17](=[O:18])[C:16]2=[C:19]([N+]([O-])=O)[CH:20]=[CH:21][CH:22]=[C:15]2[C:14]1=[O:26])([CH3:3])[CH3:2].[F-:27].[K+]>CS(C)=O>[CH:1]([C:4]1[CH:9]=[CH:8][CH:7]=[C:6]([CH:10]([CH3:12])[CH3:11])[C:5]=1[N:13]1[C:17](=[O:18])[C:16]2=[C:19]([F:27])[CH:20]=[CH:21][CH:22]=[C:15]2[C:14]1=[O:26])([CH3:3])[CH3:2] |f:1.2|. Procedure: In 300 ml of dimethylsulfoxide was dissolved 14.0 g of N-(2',6'-diisopropylphenyl)-3-nitrophthalimide, and 10.0 g of potassium fluoride was added to the solution. The mixture was heated on an oil bath at 100° C. for 3 hours. The liquid reaction mixture was concentrated under reduced pressure below 80° C., and the residue was extracted with ethyl acetate. The ethyl acetate solution was washed with water, dried and concentrated. Then, 20 ml of methanol was added to the residue, and the mixture was... Reactants: C([O-])([O-])=O.[K+].[K+] (potassium carbonate), C(C#C)Br (propargyl bromide), N1CCOCC1 (Morpholine). The solvent is CO (MeOH). Run at time 4 hour. Yields the product C(C#C)N1CCOCC1 (4-Prop-2-ynyl-morpholine). Yield: 69.6%. RXN SMILES: [NH:1]1[CH2:6][CH2:5][O:4][CH2:3][CH2:2]1.C(=O)([O-])[O-].[K+].[K+].[CH2:13](Br)[C:14]#[CH:15]>CO>[CH2:15]([N:1]1[CH2:6][CH2:5][O:4][CH2:3][CH2:2]1)[C:14]#[CH:13] |f:1.2.3|. Procedure: Morpholine (100 ml, 1.148 mol) was dissolved in MeOH (1 L) and cooled in ice under nitrogen, then potassium carbonate (120 g, 0.63 mol) and propargyl bromide (124 mL, 1.148 mol) were added while stirring in ice. Stirring without cooling was continued for 4 h. The white suspension was filtered through paper and the solids were washed with MeOH (100 ml) and the MeOH was carefully evaporated. The white precipitate was suspended in DCM (400 ml), filtered through paper, and carefully evaporated. Fina... Starting materials: C(C)(C)(C)OC(=O)NCC1=C(C=C(C=C1)/C=C/C(=O)O)C(F)(F)F ((2E)-3-[4-{[(tert-butoxycarbonyl)amino]methyl}-3-(trifluoromethyl)phenyl]acrylic acid), ClC=1C=C(C2=C(NN=N2)C1)O (6-chlorohydroxybenzotriazole), Cl.C(C)N=C=NCCCN(C)C (1-ethyl-3-(3-dimethylaminopropyl)carbodiimide hydrochloride), CCN(C(C)C)C(C)C (Huenig's base), FC(C(N)C1=CC(=CC=C1)C(F)(F)F)(F)F (2,2,2-trifluoro-1-[3-(trifluoromethyl)phenyl]ethanamine). The solvent is ClCCl (dichloromethane), C(Cl)Cl (CH2Cl2). Conditions: time 20 minute. Product: O=C(/C=C/C1=CC(=C(CNC(OC(C)(C)C)=O)C=C1)C(F)(F)F)NC(C(F)(F)F)C1=CC(=CC=C1)C(F)(F)F (tert-butyl {4-[(1E)-3-oxo-3-({2,2,2-trifluoro-1-[3-(trifluoromethyl)phenyl]ethyl}amino)prop-1-en-1-yl]-2-(trifluoromethyl)benzyl}carbamate). The yield is 130.1%. RXN SMILES: [C:1]([O:5][C:6]([NH:8][CH2:9][C:10]1[CH:15]=[CH:14][C:13](/[CH:16]=[CH:17]/[C:18](O)=[O:19])=[CH:12][C:11]=1[C:21]([F:24])([F:23])[F:22])=[O:7])([CH3:4])([CH3:3])[CH3:2].ClC1C=C(O)C2N=NNC=2C=1.Cl.C(N=C=NCCCN(C)C)C.CCN(C(C)C)C(C)C.[F:57][C:58]([F:72])([F:71])[CH:59]([C:61]1[CH:66]=[CH:65][CH:64]=[C:63]([C:67]([F:70])([F:69])[F:68])[CH:62]=1)[NH2:60]>ClCCl>[O:19]=[C:18]([NH:60][CH:59]([C:61]1[CH:66]=[CH:65][CH:64]=[C:63]([C:67]([F:68])([F:69])[F:70])[CH:62]=1)[C:58]([F:71])([F:72])[F:57])/[CH:17]=[CH:16]/[C:13]1[CH:14]=[CH:15][C:10]([CH2:9][NH:8][C:6](=[O:7])[O:5][C:1]([CH3:4])([CH3:3])[CH3:2])=[C:11]([C:21]([F:22])([F:23])[F:24])[CH:12]=1 |f:2.3|. Procedure details: To a solution of 980 mg (1 eq, 2.84 mmol) of (2E)-3-[4-{[(tert-butoxycarbonyl)amino]methyl}-3-(trifluoromethyl)phenyl]acrylic acid in 10 ml of dichloromethane were added 481 mg (1 eq, 2.84 mmol) of 6-chlorohydroxybenzotriazole and 707 mg (1.3 eq, 3.70 mmol) of 1-ethyl-3-(3-dimethylaminopropyl)carbodiimide hydrochloride (EDC) and 733 mg (2 eq, 5.68 mmol, 989 μl) of Huenig's base. The reaction mixture was stirred at room temperature for 20 min. Then 1.04 g (1.5 eq, 4.26 mmol) of 2,2,2-trifluoro-1-... Starting materials: CN, Cl, [Na+], [Na+], O=CC(O)C(O)C(O)C(O)CO, [OH-], O=C([O-])C(=O)Cc1ccccc1. Product: CNC(Cc1ccccc1)C(=O)O. RXN SMILES: [CH3:27][NH2:28].[ClH:26].[Na+:13].[Na+:30].[O:14]=[CH:15][CH:16]([CH:17]([CH:18]([CH:19]([CH2:20][OH:21])[OH:22])[OH:23])[OH:24])[OH:25].[OH-:29].[c:1]1([CH2:7][C:8]([C:9](=[O:10])[O-:11])=[O:12])[cH:2][cH:3][cH:4][cH:5][cH:6]1>>[c:1]1([CH2:7][CH:8]([C:9](=[O:10])[OH:11])[NH:28][CH3:27])[cH:2][cH:3][cH:4][cH:5][cH:6]1. Reactants: COC1=CC=C(COC(=O)N2[C@H](C(=O)O)C[C@H](C2)O)C=C1 (trans-1-(p-Methoxybenzyloxycarbonyl)-4-hydroxy-L-proline), [N+](=[N-])=C (diazomethane). The solvent is CO (methanol), O1CCCC1 (tetrahydrofuran). Conditions: time 8 hour. Product: COC([C@H]1N(C[C@@H](C1)O)C(=O)OCC1=CC=C(C=C1)OC)=O (trans-1-(p-methoxy-benzyloxycarbonyl)-4-hydroxy-L-proline methyl ester). Reaction SMILES: [CH3:1][O:2][C:3]1[CH:21]=[CH:20][C:6]([CH2:7][O:8][C:9]([N:11]2[CH2:18][C@H:17]([OH:19])[CH2:16][C@H:12]2[C:13]([OH:15])=[O:14])=[O:10])=[CH:5][CH:4]=1.[N+](=[CH2:24])=[N-]>CO.O1CCCC1>[CH3:24][O:14][C:13](=[O:15])[C@@H:12]1[CH2:16][C@@H:17]([OH:19])[CH2:18][N:11]1[C:9]([O:8][CH2:7][C:6]1[CH:5]=[CH:4][C:3]([O:2][CH3:1])=[CH:21][CH:20]=1)=[O:10]. Procedure details: trans-1-(p-Methoxybenzyloxycarbonyl)-4-hydroxy-L-proline (5.0 g) was dissolved in 50 ml of methanol and 50 ml of tetrahydrofuran. An ethereal solution of diazomethane was added thereto under ice-cooling until nitrogen gas evolution stopped. The mixture was allowed to stand overnight and distilled to obtain trans-1-(p-methoxy-benzyloxycarbonyl)-4-hydroxy-L-proline methyl ester. Reactants: O=C(O)O, ClCCl, CN(C)C1CCCCC1, CN, Oc1ccccc1O. The product is NC(=O)O, Oc1ccccc1O. As a reaction SMILES: [C:1]([OH:2])([OH:3])=[O:4].[CH2:24]([Cl:25])[Cl:26].[CH3:13][N:14]([CH:15]1[CH2:16][CH2:17][CH2:18][CH2:19][CH2:20]1)[CH3:21].[CH3:22][NH2:23].[c:5]1([OH:6])[c:7]([OH:8])[cH:9][cH:10][cH:11][cH:12]1>>[C:1]([OH:2])(=[O:4])[NH2:14].[c:5]1([OH:6])[c:7]([OH:8])[cH:9][cH:10][cH:11][cH:12]1. The reactants are C(CCCCCCCCCCCCCCC)C1C(=O)OC(C1)=O (2-Hexadecylsuccinic anhydride), C(C)(C)(C)C=1C=C(C=C(C1O)C(C)(C)C)CCC(=O)NN (3-(3,5-di-t-butyl-4-hydroxyphenyl)propanoic acid hydrazide), C1(=CC=CC=C1)C (toluene). Run in O (water). Conditions: temperature 130 celsius, time 20 minute. Product: C(C)(C)(C)C=1C=C(C=C(C1O)C(C)(C)C)CCC(=O)NN1C(C(CC1=O)CCCCCCCCCCCCCCCC)=O (N-[3-(3,5-di-t-butyl-4-hydroxyphenyl)propanamido]-2-hexadecylsuccinimide). Isolated yield 101.4%. As a reaction SMILES: [CH2:1]([CH:17]1[CH2:22][C:21](=[O:23])[O:20][C:18]1=O)[CH2:2][CH2:3][CH2:4][CH2:5][CH2:6][CH2:7][CH2:8][CH2:9][CH2:10][CH2:11][CH2:12][CH2:13][CH2:14][CH2:15][CH3:16].[C:24]([C:28]1[CH:29]=[C:30]([CH2:39][CH2:40][C:41]([NH:43][NH2:44])=[O:42])[CH:31]=[C:32]([C:35]([CH3:38])([CH3:37])[CH3:36])[C:33]=1[OH:34])([CH3:27])([CH3:26])[CH3:25].C1(C)C=CC=CC=1>O>[C:35]([C:32]1[CH:31]=[C:30]([CH2:39][CH2:40][C:41]([NH:43][N:44]2[C:21](=[O:23])[CH2:22][CH:17]([CH2:1][CH2:2][CH2:3][CH2:4][CH2:5][CH2:6][CH2:7][CH2:8][CH2:9][CH2:10][CH2:11][CH2:12][CH2:13][CH2:14][CH2:15][CH3:16])[C:18]2=[O:20])=[O:42])[CH:29]=[C:28]([C:24]([CH3:25])([CH3:26])[CH3:27])[C:33]=1[OH:34])([CH3:36])([CH3:37])[CH3:38]. Reported procedure: 2-Hexadecylsuccinic anhydride (10.5 g, 31.3 mmol), 3-(3,5-di-t-butyl-4-hydroxyphenyl)propanoic acid hydrazide (9.2 g, 31.3 mmol) and 10 ml of toluene were combined and refluxed for one hour under a nitrogen atmosphere with the azeotropic removal of water. Solvent was then removed under vacuum as the mixture was warmed to about 130° C. After 20 minutes, the reaction mixture was cooled and the vacuum was removed. The resulting viscous yellow mass was further chilled in an acetone/dry ice bath caus... Reactants: NC=1C=C(OC=2C(=C(NC3=C(C=C(C=C3)I)F)C=C(C2)F)[N+](=O)[O-])C=CC1 (3-(3-aminophenoxy)-5-fluoro-N-(2-fluoro-4-iodophenyl)-2-nitroaniline), FC=1C(=C(OC=2C=C(C=CC2)NS(=O)(=O)CC)C=C(C1)NC1=C(C=C(C=C1)I)F)[N+](=O)[O-] (N-(3-{3-fluoro-5-[(2-fluoro-4-iodophenyl)amino]-2-nitrophenoxy}-phenyl)ethanesulfonamide), NC=1C=C(OC=2C=C(C(=C(NC3=C(C=C(C=C3)I)F)C2)[N+](=O)[O-])F)C=CC1 (5-(3-aminophenoxy)-3-fluoro-N-(2-fluoro-4-iodophenyl)-2-nitroaniline), C(C)S(=O)(=O)Cl (ethyl sulfonyl chloride). The solvent is N1=CC=CC=C1 (pyridine). Reaction conditions: time 20 hour. The product is FC=1C=C(C(=C(OC=2C=C(C=CC2)NS(=O)(=O)CC)C1)[N+](=O)[O-])NC1=C(C=C(C=C1)I)F (N-(3-{5-fluoro-3-[(2-fluoro-4-iodophenyl)amino]-2-nitrophenoxy}-phenyl)ethanesulfonamide). As a reaction SMILES: [NH2:1][C:2]1[CH:3]=[C:4]([CH:25]=[CH:26][CH:27]=1)[O:5][C:6]1[C:7]([N+:22]([O-:24])=[O:23])=[C:8]([CH:18]=[C:19]([F:21])[CH:20]=1)[NH:9][C:10]1[CH:15]=[CH:14][C:13]([I:16])=[CH:12][C:11]=1[F:17].NC1C=C(C=CC=1)OC1C=C(F)C([N+]([O-])=O)=C(C=1)NC1C=CC(I)=CC=1F.[CH2:55]([S:57](Cl)(=[O:59])=[O:58])[CH3:56].FC1C([N+]([O-])=O)=C(C=C(NC2C=CC(I)=CC=2F)C=1)OC1C=C(NS(CC)(=O)=O)C=CC=1>N1C=CC=CC=1>[F:21][C:19]1[CH:18]=[C:8]([NH:9][C:10]2[CH:15]=[CH:14][C:13]([I:16])=[CH:12][C:11]=2[F:17])[C:7]([N+:22]([O-:24])=[O:23])=[C:6]([CH:20]=1)[O:5][C:4]1[CH:3]=[C:2]([NH:1][S:57]([CH2:55][CH3:56])(=[O:59])=[O:58])[CH:27]=[CH:26][CH:25]=1. Procedure details: 11.7 g 3-(3-aminophenoxy)-5-fluoro-N-(2-fluoro-4-iodophenyl)-2-nitroaniline (24.3 mmol, 1. eq.; containing a minor amount of the regioisomeric 5-(3-aminophenoxy)-3-fluoro-N-(2-fluoro-4-iodophenyl)-2-nitroaniline) was dissolved in 98 mL pyridine, set under an atmosphere of nitrogen and treated sequentially with 3.4 mL ethyl sulfonyl chloride (36.4 mmol, 1.5 eq.; dissolved in pyridine). The resulting reaction mixture was stirred at rt for 20 h after which LCMC analysis showed final turnover. The r... The reactants are 22, Cl.COC1=CC=C(C=C1)C1(OCCO1)CN (2-(4-methoxyphenyl)-1,3-dioxolane-2-methanamine hydrochloride), N(=C=S)CC(C)C (1-isothiocyanato-2-methylpropane), C([O-])([O-])=O.[K+].[K+] (potassium carbonate). Solvent: CC(C)O (2-propanol). The product is 26, COC1=CC=C(C=C1)C1(OCCO1)CNC(=S)NCC(C)C (N-[2-(4-methoxyphenyl)-1,3-dioxolan-2-ylmethyl]-N'-(2-methylpropyl)thiourea). The yield is 89.7%. As a reaction SMILES: Cl.[CH3:2][O:3][C:4]1[CH:9]=[CH:8][C:7]([C:10]2([CH2:15][NH2:16])[O:14][CH2:13][CH2:12][O:11]2)=[CH:6][CH:5]=1.[N:17]([CH2:20][CH:21]([CH3:23])[CH3:22])=[C:18]=[S:19].C(=O)([O-])[O-].[K+].[K+]>CC(O)C>[CH3:2][O:3][C:4]1[CH:5]=[CH:6][C:7]([C:10]2([CH2:15][NH:16][C:18]([NH:17][CH2:20][CH:21]([CH3:23])[CH3:22])=[S:19])[O:11][CH2:12][CH2:13][O:14]2)=[CH:8][CH:9]=1 |f:0.1,3.4.5|. Procedure: A mixture of 22 parts of 2-(4-methoxyphenyl)-1,3-dioxolane-2-methanamine hydrochloride, 11.5 parts of 1-isothiocyanato-2-methylpropane, 20.7 parts of potassium carbonate and 200 parts of 2-propanol is stirred and refluxed for 3 hours. The reaction mixture is filtered while hot and the filtrate is evaporated. The solid residue is crystallized from a mixture of benzene and petroleumether. The product is filtered off and dried, yielding 26 parts (89.65%) of N-[2-(4-methoxyphenyl)-1,3-dioxolan-2-ylm...